describe an organic reaction: reactants, conditions, products, and yield From a dataset of the Open Reaction Database (ORD), a public repository of structured organic reaction records. Starting materials: NCC1CCCC1, CCN(C(C)C)C(C)C, O=C(Cl)OCc1ccccc1, ClCCl. The product is O=C(NCC1CCCC1)OCc1ccccc1. RXN SMILES: [CH:12]1([CH2:17][NH2:18])[CH2:13][CH2:14][CH2:15][CH2:16]1.[CH:19]([N:20]([CH2:21][CH3:22])[CH:23]([CH3:24])[CH3:25])([CH3:26])[CH3:27].[Cl:1][C:2](=[O:3])[O:4][CH2:5][c:6]1[cH:7][cH:8][cH:9][cH:10][cH:11]1.[Cl:28][CH2:29][Cl:30]>>[C:2](=[O:3])([O:4][CH2:5][c:6]1[cH:7][cH:8][cH:9][cH:10][cH:11]1)[NH:18][CH2:17][CH:12]1[CH2:13][CH2:14][CH2:15][CH2:16]1. Reported procedure: 2.1 g of 2,6-dimethyl-4-(4-bromothiazol-2-yloxy)-phenylisothiocyanate and 0.7 g of tert-butylamine in 20 ml tetrahydrofuran are heated for 6 hours to 40° C. The batch is poured into 200 ml of ice-water and the precipitate is isolated by filtration. Recrystallisation of the precipitate from methanol affords the title compound of formula ##STR24## in crystalline form with a melting point of 143°-144° C. (compound 3.01). Reactants: CC1=C(C(=CC(=C1)OC=1SC=C(N1)Br)C)N=C=S (2,6-dimethyl-4-(4-bromothiazol-2-yloxy)-phenylisothiocyanate), C(C)(C)(C)N (tert-butylamine), ice water. The solvent is O1CCCC1 (tetrahydrofuran). RXN SMILES: [CH3:1][C:2]1[CH:7]=[C:6]([O:8][C:9]2[S:10][CH:11]=[C:12]([Br:14])[N:13]=2)[CH:5]=[C:4]([CH3:15])[C:3]=1[N:16]=[C:17]=[S:18].[C:19]([NH2:23])([CH3:22])([CH3:21])[CH3:20]>O1CCCC1>[CH3:1][C:2]1[CH:7]=[C:6]([O:8][C:9]2[S:10][CH:11]=[C:12]([Br:14])[N:13]=2)[CH:5]=[C:4]([CH3:15])[C:3]=1[NH:16][C:17]([NH:23][C:19]([CH3:22])([CH3:21])[CH3:20])=[S:18]. The product is CC1=C(C(=CC(=C1)OC=1SC=C(N1)Br)C)NC(=S)NC(C)(C)C (N-[2,6-dimethyl-4-(4-bromothiazol-2-yloxy)-phenyl]-N'-tert-butyl-thiourea), compound 3.01. Starting materials: Fc1ccc(-c2ccc(C3CCC(CBr)CC3)cc2F)cc1, CCC[SiH]1CCC(CBr)CC1, C1CCOC1, CCOP(=O)(OCC)OCC, [Cu]I, [Mg]. The product is CCC[SiH]1CCC(CCC2CCC(c3ccc(-c4ccc(F)cc4)c(F)c3)CC2)CC1. Reaction SMILES: [Br:1][CH2:2][CH:3]1[CH2:4][CH2:5][CH:6]([c:9]2[cH:10][c:11]([F:22])[c:12](-[c:15]3[cH:16][cH:17][c:18]([F:21])[cH:19][cH:20]3)[cH:13][cH:14]2)[CH2:7][CH2:8]1.[Br:35][CH2:36][CH:37]1[CH2:38][CH2:39][SiH:40]([CH2:43][CH2:44][CH3:45])[CH2:41][CH2:42]1.[CH2:48]1[O:49][CH2:50][CH2:51][CH2:52]1.[CH3:24][CH2:25][O:26][P:27]([O:28][CH2:29][CH3:30])([O:31][CH2:32][CH3:33])=[O:34].[Cu:46][I:47].[Mg:23]>>[CH2:2]([CH:3]1[CH2:4][CH2:5][CH:6]([c:9]2[cH:10][c:11]([F:22])[c:12](-[c:15]3[cH:16][cH:17][c:18]([F:21])[cH:19][cH:20]3)[cH:13][cH:14]2)[CH2:7][CH2:8]1)[CH2:36][CH:37]1[CH2:38][CH2:39][SiH:40]([CH2:43][CH2:44][CH3:45])[CH2:41][CH2:42]1. Starting materials: BrC=1C=CC(=NC1)N1C(C=2NC3=CC=CC=C3C2CC1)C=1C=CC2=C(CCO2)C1 (2-(5-Bromo-pyridin-2-yl)-1-(2,3-dihydro-benzofuran-5-yl)-2,3,4,9-tetrahydro-1H-β-carboline), C(CCC)[Sn](C1=NC=CC=C1)(CCCC)CCCC (2-tributylstannanyl-pyridine). Reagents/catalysts: C=1C=CC(=CC1)[P](C=2C=CC=CC2)(C=3C=CC=CC3)[Pd]([P](C=4C=CC=CC4)(C=5C=CC=CC5)C=6C=CC=CC6)([P](C=7C=CC=CC7)(C=8C=CC=CC8)C=9C=CC=CC9)[P](C=1C=CC=CC1)(C=1C=CC=CC1)C=1C=CC=CC1 (Pd(PPh3)4). Run in O1CCOCC1 (1,4-dioxane). Product: N1=C(C=CC=C1)C=1C=NC(=CC1)N1C(C=2NC3=CC=CC=C3C2CC1)C=1C=CC2=C(CCO2)C1 (2-[2,3′]Bipyridinyl-6′-yl-1-(2,3-dihydro-benzofuran-5-yl)-2,3,4,9-tetrahydro-1H-β-carboline). RXN SMILES: Br[C:2]1[CH:3]=[CH:4][C:5]([N:8]2[CH2:20][CH2:19][C:18]3[C:17]4[C:12](=[CH:13][CH:14]=[CH:15][CH:16]=4)[NH:11][C:10]=3[CH:9]2[C:21]2[CH:22]=[CH:23][C:24]3[O:28][CH2:27][CH2:26][C:25]=3[CH:29]=2)=[N:6][CH:7]=1.C([Sn](CCCC)(CCCC)[C:35]1[CH:40]=[CH:39][CH:38]=[CH:37][N:36]=1)CCC>O1CCOCC1.C1C=CC([P]([Pd]([P](C2C=CC=CC=2)(C2C=CC=CC=2)C2C=CC=CC=2)([P](C2C=CC=CC=2)(C2C=CC=CC=2)C2C=CC=CC=2)[P](C2C=CC=CC=2)(C2C=CC=CC=2)C2C=CC=CC=2)(C2C=CC=CC=2)C2C=CC=CC=2)=CC=1>[N:36]1[CH:37]=[CH:38][CH:39]=[CH:40][C:35]=1[C:2]1[CH:7]=[N:6][C:5]([N:8]2[CH2:20][CH2:19][C:18]3[C:17]4[C:12](=[CH:13][CH:14]=[CH:15][CH:16]=4)[NH:11][C:10]=3[CH:9]2[C:21]2[CH:22]=[CH:23][C:24]3[O:28][CH2:27][CH2:26][C:25]=3[CH:29]=2)=[CH:4][CH:3]=1 |^1:58,60,79,98|. Reported procedure: The product from step A above (0.4 g, 0.896 mmol), 2-tributylstannanyl-pyridine (0.8 g, 2.17 mmol) and Pd(PPh3)4 (0.12 g, 0.104 mmol) were stirred in 1,4-dioxane (5 mL) at 88° C. for 24 h. The reaction mixture was filtered through a plug of Celite with CH2Cl2 and then concentrated to a small volume. Preparative TLC (3:7 ethyl acetate/ heaxne; then 5% CH3OH/CH2Cl2) yielded the product as a yellow solid.